This data is from the Open Reaction Database (ORD), a public repository of structured organic reaction records. The task is: describe an organic reaction: reactants, conditions, products, and yield The reactants are [BH4-], COC(=O)c1cc(OCc2c(-c3ccc(F)cc3)noc2C=O)nn1C, CO, [Na+], O=C(O)CC(O)(CC(=O)O)C(=O)O. Yields the product COC(=O)c1cc(OCc2c(-c3ccc(F)cc3)noc2CO)nn1C. As a reaction SMILES: [BH4-:27].[CH3:1][O:2][C:3](=[O:4])[c:5]1[n:6]([CH3:26])[n:7][c:8]([O:10][CH2:11][c:12]2[c:13](-[c:19]3[cH:20][cH:21][c:22]([F:25])[cH:23][cH:24]3)[n:14][o:15][c:16]2[CH:17]=[O:18])[cH:9]1.[CH3:42][OH:43].[Na+:28].[OH:29][C:30]([CH2:31][C:32]([C:33](=[O:34])[OH:35])([CH2:36][C:37](=[O:38])[OH:39])[OH:40])=[O:41]>>[CH3:1][O:2][C:3](=[O:4])[c:5]1[n:6]([CH3:26])[n:7][c:8]([O:10][CH2:11][c:12]2[c:13](-[c:19]3[cH:20][cH:21][c:22]([F:25])[cH:23][cH:24]3)[n:14][o:15][c:16]2[CH2:17][OH:18])[cH:9]1.